From a dataset of the Open Reaction Database (ORD), a public repository of structured organic reaction records. describe an organic reaction: reactants, conditions, products, and yield Starting materials: CO, C=CC(CC(O)C(CC1CCCCC1)NC(=O)C(Cc1c[nH]cn1)NC(=O)C(CC(=O)N1CCC(C(=O)OCC)CC1)Cc1ccccc1)C(C)C, [Na+], [OH-], O. The product is C=CC(CC(O)C(CC1CCCCC1)NC(=O)C(Cc1c[nH]cn1)NC(=O)C(CC(=O)N1CCC(C(=O)O)CC1)Cc1ccccc1)C(C)C. RXN SMILES: [CH3:53][OH:54].[CH:1]1([CH2:7][CH:8]([CH:9]([CH2:10][CH:11]([CH:12]=[CH2:13])[CH:14]([CH3:15])[CH3:16])[OH:17])[NH:18][C:19](=[O:20])[CH:21]([CH2:22][c:23]2[n:24][cH:25][nH:26][cH:27]2)[NH:28][C:29](=[O:30])[CH:31]([CH2:32][C:33](=[O:34])[N:35]2[CH2:36][CH2:37][CH:38]([C:41](=[O:42])[O:43][CH2:44][CH3:45])[CH2:39][CH2:40]2)[CH2:46][c:47]2[cH:48][cH:49][cH:50][cH:51][cH:52]2)[CH2:2][CH2:3][CH2:4][CH2:5][CH2:6]1.[Na+:57].[OH-:56].[OH2:55]>>[CH:1]1([CH2:7][CH:8]([CH:9]([CH2:10][CH:11]([CH:12]=[CH2:13])[CH:14]([CH3:15])[CH3:16])[OH:17])[NH:18][C:19](=[O:20])[CH:21]([CH2:22][c:23]2[n:24][cH:25][nH:26][cH:27]2)[NH:28][C:29](=[O:30])[CH:31]([CH2:32][C:33](=[O:34])[N:35]2[CH2:36][CH2:37][CH:38]([C:41](=[O:42])[OH:43])[CH2:39][CH2:40]2)[CH2:46][c:47]2[cH:48][cH:49][cH:50][cH:51][cH:52]2)[CH2:2][CH2:3][CH2:4][CH2:5][CH2:6]1. Starting materials: CCOC(=O)C1CCNCC1, CN1CCCC1=O, CC(c1ccc(OS(=O)(=O)C(F)(F)F)cc1Cl)C(O)(c1ccnc(Cl)c1)C(F)(F)F, O. The product is CCOC(=O)C1CCN(c2cc(C(O)(C(C)c3ccc(OS(=O)(=O)C(F)(F)F)cc3Cl)C(F)(F)F)ccn2)CC1. As a reaction SMILES: [CH2:31]([CH3:32])[O:33][C:34](=[O:35])[CH:36]1[CH2:37][CH2:38][NH:39][CH2:40][CH2:41]1.[CH3:42][N:43]1[CH2:44][CH2:45][CH2:46][C:47]1=[O:48].[Cl:1][c:2]1[cH:3][c:4]([O:23][S:24](=[O:25])(=[O:26])[C:27]([F:28])([F:29])[F:30])[cH:5][cH:6][c:7]1[CH:8]([C:9]([C:10]([F:11])([F:12])[F:13])([OH:14])[c:15]1[cH:16][c:17]([Cl:21])[n:18][cH:19][cH:20]1)[CH3:22].[OH2:49]>>[Cl:1][c:2]1[cH:3][c:4]([O:23][S:24](=[O:25])(=[O:26])[C:27]([F:28])([F:29])[F:30])[cH:5][cH:6][c:7]1[CH:8]([C:9]([C:10]([F:11])([F:12])[F:13])([OH:14])[c:15]1[cH:16][c:17]([N:39]2[CH2:38][CH2:37][CH:36]([C:34]([O:33][CH2:31][CH3:32])=[O:35])[CH2:41][CH2:40]2)[n:18][cH:19][cH:20]1)[CH3:22].